Dataset: the Open Reaction Database (ORD), a public repository of structured organic reaction records. Task: describe an organic reaction: reactants, conditions, products, and yield The reactants are O=C(Br)CBr, ClCCl, CCN(C(C)C)C(C)C, Nc1ccccc1. Product: O=C(CBr)Nc1ccccc1. RXN SMILES: [Br:17][CH2:18][C:19](=[O:20])[Br:21].[CH2:22]([Cl:23])[Cl:24].[CH:8]([N:9]([CH2:10][CH3:11])[CH:12]([CH3:13])[CH3:14])([CH3:15])[CH3:16].[NH2:1][c:2]1[cH:3][cH:4][cH:5][cH:6][cH:7]1>>[NH:1]([c:2]1[cH:3][cH:4][cH:5][cH:6][cH:7]1)[C:19]([CH2:18][Br:17])=[O:20]. Starting materials: C(CCC)N1CC2C(C(C1)=CC1=CC=CC=C1)=NN(C2C2=CC=CC=C2)CC(F)(F)F (5-butyl-3,3a,4,5,6,7-hexahydro-3-phenyl-7-(phenylmethylene)-2-(2,2,2-trifluoroethyl)-2H-pyrazolo[4,3-c]pyridine), C(\C=C/C(=O)O)(=O)O (maleic acid), maleate salt. The solvent is CCOCC (ether), C(C)#N (acetonitrile). Yields the product C(\C=C/C(=O)O)(=O)O.C(CCC)N1CC2C(C(C1)=CC1=CC=CC=C1)=NN(C2C2=CC=CC=C2)CC(F)(F)F (5-Butyl-3,3a,4,5,6,7-hexahydro-3-phenyl-7-(phenylmethylene)-2-(2,2,2-trifluoroethyl)-2H-pyrazolo[4,3-c]pyridine, maleate salt). The yield is 67.9%. RXN SMILES: [CH2:1]([N:5]1[CH2:10][C:9](=[CH:11][C:12]2[CH:17]=[CH:16][CH:15]=[CH:14][CH:13]=2)[C:8]2=[N:18][N:19]([CH2:27][C:28]([F:31])([F:30])[F:29])[CH:20]([C:21]3[CH:26]=[CH:25][CH:24]=[CH:23][CH:22]=3)[CH:7]2[CH2:6]1)[CH2:2][CH2:3][CH3:4].[C:32]([OH:39])(=[O:38])/[CH:33]=[CH:34]\[C:35]([OH:37])=[O:36]>C(#N)C.CCOCC>[C:32]([OH:39])(=[O:38])/[CH:33]=[CH:34]\[C:35]([OH:37])=[O:36].[CH2:1]([N:5]1[CH2:10][C:9](=[CH:11][C:12]2[CH:17]=[CH:16][CH:15]=[CH:14][CH:13]=2)[C:8]2=[N:18][N:19]([CH2:27][C:28]([F:31])([F:29])[F:30])[CH:20]([C:21]3[CH:26]=[CH:25][CH:24]=[CH:23][CH:22]=3)[CH:7]2[CH2:6]1)[CH2:2][CH2:3][CH3:4] |f:4.5|. Reported procedure: 5-Butyl-3,3a,4,5,6,7-hexahydro-3-phenyl-7-(phenylmethylene)-2-(2,2,2-trifluoroethyl)-2H-pyrazolo[4,3-c]pyridine (5.1 g, see Example 3) and 1.4 g of maleic acid are dissolved in 25 ml of warm acetonitrile and diluted to 400 ml with ether. On seeding and rubbing, the crystalline maleate salt slowly separates. After cooling for about 16 hours, the material is filtered, washed with ether, and dried in vacuo, yielding 4.4 g of material, melting point 150°-155° C (sintering at 130° C). Following cryst... As a reaction SMILES: [CH:1]([C:3]1[CH:4]=[C:5]([CH:10]=[CH:11][CH:12]=1)[C:6]([O:8][CH3:9])=[O:7])=O.[CH3:13][C:14]([S@:17]([NH2:19])=[O:18])([CH3:16])[CH3:15]>ClCCl.S([O-])([O-])(=O)=O.[Cu+2]>[C:14]([S@:17](/[N:19]=[CH:1]/[C:3]1[CH:4]=[C:5]([CH:10]=[CH:11][CH:12]=1)[C:6]([O:8][CH3:9])=[O:7])=[O:18])([CH3:16])([CH3:15])[CH3:13] |f:3.4|. Yield: 14.3%. The product is C(C)(C)(C)[S@@](=O)\N=C\C=1C=C(C(=O)OC)C=CC1 (methyl 3-[(E)-{[(R)-tert-butylsulfinyl]imino}methyl]benzoate). The solvent is ClCCl (dichloromethane). Run at time 8 hour. Procedure: A suspension of 3.0 g of methyl 3-formylbenzoate, 2.25 g of (R)-2-methyl-2-propanesulfinamide, and 6.0 g of copper (II) sulfate in 50 ml of dichloromethane was stirred overnight. The reaction mixture was filtered over Celite and the solvent was then evaporated under reduced pressure. The obtained residue was purified by silica gel column chromatography to obtain 700 mg of methyl 3-[(E)-{[(R)-tert-butylsulfinyl]imino}methyl]benzoate. Reagents/catalysts: S(=O)(=O)([O-])[O-].[Cu+2] (copper (II) sulfate). Starting materials: C(=O)C=1C=C(C(=O)OC)C=CC1 (methyl 3-formylbenzoate), CC(C)(C)[S@@](=O)N ((R)-2-methyl-2-propanesulfinamide). Starting materials: CN(C1=C(C=CC(=C1)N)C=1N=C2C(=NC(C=C2)=O)N1)C (2-(2-dimethylamino-4-amino-phenyl)imidazo[4,5-b]pyridin-5-one), C(C)(=O)OC(C)=O (acetic anhydride). The product is CN(C1=C(C=CC(=C1)NC(=O)C)C1=NC=2C(NC(CC2)=O)=N1)C (2-(2-Dimethylamino-4-acetamino-phenyl)-4H-imidazo[4,5-b]pyridin-5-one). Reaction SMILES: [CH3:1][N:2]([CH3:20])[C:3]1[CH:8]=[C:7]([NH2:9])[CH:6]=[CH:5][C:4]=1[C:10]1[N:11]=[C:12]2[CH:17]=[CH:16][C:15](=[O:18])[N:14]=[C:13]2[N:19]=1.[C:21](OC(=O)C)(=[O:23])[CH3:22]>>[CH3:1][N:2]([CH3:20])[C:3]1[CH:8]=[C:7]([NH:9][C:21]([CH3:22])=[O:23])[CH:6]=[CH:5][C:4]=1[C:10]1[N:19]=[C:13]2[NH:14][C:15](=[O:18])[CH2:16][CH:17]=[C:12]2[N:11]=1. Procedure: A quantity of 0.6 gm of 2-(2-dimethylamino-4-amino-phenyl)imidazo[4,5-b]pyridin-5-one is refluxed with 20 ml of acetic anhydride for 30 minutes. After evaporation, 10 ml of concentrated ammnoia and then 20 ml of ice are added. The product precipitated is suction filtered and washed with water.